Dataset: the Open Reaction Database (ORD), a public repository of structured organic reaction records. Task: describe an organic reaction: reactants, conditions, products, and yield The reactants are CO, ClCCl, CSCc1cccc2c(C3(C)CCOc4cc(F)cc(F)c43)c[nH]c12, O=C(OO)c1cccc(Cl)c1. Yields the product CS(=O)Cc1cccc2c(C3(C)CCOc4cc(F)cc(F)c43)c[nH]c12. Reaction SMILES: [CH3:40][OH:41].[Cl:26][CH2:27][Cl:28].[F:1][c:2]1[c:3]2[c:8]([cH:9][c:10]([F:12])[cH:11]1)[O:7][CH2:6][CH2:5][C:4]2([CH3:13])[c:14]1[cH:15][nH:16][c:17]2[c:18]([CH2:23][S:24][CH3:25])[cH:19][cH:20][cH:21][c:22]12.[OH:29][O:30][C:31]([c:32]1[cH:33][c:34]([Cl:35])[cH:36][cH:37][cH:38]1)=[O:39]>>[F:1][c:2]1[c:3]2[c:8]([cH:9][c:10]([F:12])[cH:11]1)[O:7][CH2:6][CH2:5][C:4]2([CH3:13])[c:14]1[cH:15][nH:16][c:17]2[c:18]([CH2:23][S:24]([CH3:25])=[O:29])[cH:19][cH:20][cH:21][c:22]12. Reactants: C(CCCC)C1CCC(CC1)[C@H]1CO[C@@H](OC1)CO (trans-[5-(4-pentylcyclohexyl)-1,3-dioxan-2-yl]methanol), BrC(F)(F)Br (dibromodifluoromethane), C(=O)O (formic acid). The product is FC(=COC[C@@H]1OC[C@H](CO1)C1CCC(CC1)CCCCC)F (trans-2-(2,2-difluorovinyloxymethyl)-5-(4-pentylcyclohexyl)-1,3-dioxane). As a reaction SMILES: [CH2:1]([CH:6]1[CH2:11][CH2:10][CH:9]([C@@H:12]2[CH2:17][O:16][C@@H:15]([CH2:18][OH:19])[O:14][CH2:13]2)[CH2:8][CH2:7]1)[CH2:2][CH2:3][CH2:4][CH3:5].Br[C:21](Br)([F:23])[F:22].[CH:25](O)=O>>[F:22][C:21]([F:23])=[CH:25][O:19][CH2:18][C@H:15]1[O:16][CH2:17][C@H:12]([CH:9]2[CH2:8][CH2:7][CH:6]([CH2:1][CH2:2][CH2:3][CH2:4][CH3:5])[CH2:11][CH2:10]2)[CH2:13][O:14]1. Reported procedure: 27.0 g of trans/trans-[5-(4-pentylcyclohexyl)-1,3-dioxan-2-yl]methanol are firstly esterified using formic acid as described in Example 1 and then treated with dibromodifluoromethane. Conventional work-up gives trans/trans-2-(2,2-difluorovinyloxymethyl)-5-(4-pentylcyclohexyl)-1,3-dioxane.